Dataset: the Open Reaction Database (ORD), a public repository of structured organic reaction records. Task: describe an organic reaction: reactants, conditions, products, and yield Starting materials: OC(CON1C(CC(CC1(C)C)OC(CCCCCCCCCCCCCCCCC)=O)(C)C)(C)C (1-(2-hydroxy-2-methylpropoxy)-4-octadecanoyloxy-2,2,6,6-tetramethylpiperidine), peroxide, S(=O)([O-])[O-].[Na+].[Na+] (sodium sulfite), OO (hydrogen peroxide), C(CCCCCCCCCCCCCCCCC)(=O)OC1CC(N(C(C1)(C)C)O)(C)C (4-octadecanoyloxy-1-oxyl-2,2,6,6-tetramethylpiperidine), ferrous chloride tetrahydrate. Solvent: C(C)(C)(C)O (tert-butyl alcohol). Yields the product C(CCCCCCCCCCCCCCCCC)(=O)OC1CC(N(C(C1)(C)C)OCC(CON1C(CC(CC1(C)C)OC(CCCCCCCCCCCCCCCCC)=O)(C)C)(O)C)(C)C (1,3-Bis(4-octadecanoyloxy-2,2,6,6-tetramethylpiperidin-1-yloxy)-2-methyl2-propanol). As a reaction SMILES: OO.[C:3]([O:22][CH:23]1[CH2:28][C:27]([CH3:30])([CH3:29])[N:26]([OH:31])[C:25]([CH3:33])([CH3:32])[CH2:24]1)(=[O:21])[CH2:4][CH2:5][CH2:6][CH2:7][CH2:8][CH2:9][CH2:10][CH2:11][CH2:12][CH2:13][CH2:14][CH2:15][CH2:16][CH2:17][CH2:18][CH2:19][CH3:20].S([O-])([O-])=O.[Na+].[Na+].[OH:40][C:41]([CH3:75])([CH3:74])[CH2:42][O:43][N:44]1[C:49]([CH3:51])([CH3:50])[CH2:48][CH:47]([O:52][C:53](=[O:71])[CH2:54][CH2:55][CH2:56][CH2:57][CH2:58][CH2:59][CH2:60][CH2:61][CH2:62][CH2:63][CH2:64][CH2:65][CH2:66][CH2:67][CH2:68][CH2:69][CH3:70])[CH2:46][C:45]1([CH3:73])[CH3:72]>C(O)(C)(C)C>[C:3]([O:22][CH:23]1[CH2:28][C:27]([CH3:30])([CH3:29])[N:26]([O:31][CH2:75][C:41]([CH3:74])([OH:40])[CH2:42][O:43][N:44]2[C:49]([CH3:50])([CH3:51])[CH2:48][CH:47]([O:52][C:53](=[O:71])[CH2:54][CH2:55][CH2:56][CH2:57][CH2:58][CH2:59][CH2:60][CH2:61][CH2:62][CH2:63][CH2:64][CH2:65][CH2:66][CH2:67][CH2:68][CH2:69][CH3:70])[CH2:46][C:45]2([CH3:73])[CH3:72])[C:25]([CH3:32])([CH3:33])[CH2:24]1)(=[O:21])[CH2:4][CH2:5][CH2:6][CH2:7][CH2:8][CH2:9][CH2:10][CH2:11][CH2:12][CH2:13][CH2:14][CH2:15][CH2:16][CH2:17][CH2:18][CH2:19][CH3:20] |f:2.3.4|. Reported procedure: Aqueous hydrogen peroxide is added to a mixture of 4-octadecanoyloxy-1-oxyl-2,2,6,6-tetramethylpiperidine and ferrous chloride tetrahydrate in tert-butyl alcohol at 30-50° C. Excess peroxide is decomposed with aqueous sodium sulfite solution. The organic layer is concentrated to obtain a mixture which includes 1-(2-hydroxy-2-methylpropoxy)-4-octadecanoyloxy-2,2,6,6-tetramethylpiperidine and the title compound. The title compound is separated from the mixture by high pressure liquid chromatograph... The reactants are O=c1ccccn1C(=S)n1ccccc1=O, CN(C)C=O, ClCCl, Nc1cc(-c2ccncc2)ncn1. Yields the product S=C=Nc1cc(-c2ccncc2)ncn1. As a reaction SMILES: [C:1](=[S:2])([n:3]1[cH:4][cH:5][cH:6][cH:7][c:8]1=[O:9])[n:10]1[cH:11][cH:12][cH:13][cH:14][c:15]1=[O:16].[CH3:30][N:31]([CH3:32])[CH:33]=[O:34].[Cl:35][CH2:36][Cl:37].[n:17]1[cH:18][cH:19][c:20](-[c:23]2[cH:24][c:25]([NH2:29])[n:26][cH:27][n:28]2)[cH:21][cH:22]1>>[C:1](=[S:2])=[N:29][c:25]1[cH:24][c:23](-[c:20]2[cH:19][cH:18][n:17][cH:22][cH:21]2)[n:28][cH:27][n:26]1. Reactants: FC1=CC=C(OC2=NC=CC=C2C(O)CCC2=CC=C(C=C2)OC)C=C1 (2-(4-Fluorophenoxy)-a-[2-(4-methoxyphenyl)ethyl]-3-pyridinemethanol), CC[N+](CC)(CC)S(=O)(=O)N=C([O-])OC (Burgess Reagent). The solvent is C1=CC=CC=C1 (benzene). Yields the product FC1=CC=C(OC2=NC=CC=C2\C=C\CC2=CC=C(C=C2)OC)C=C1 ((E)-2-(4-Fluorophenoxy)-3-[3-(4-methoxyphenyl)-1-propenyl]-pyridine). Yield: 43.1%. As a reaction SMILES: [F:1][C:2]1[CH:26]=[CH:25][C:5]([O:6][C:7]2[C:12]([CH:13]([CH2:15][CH2:16][C:17]3[CH:22]=[CH:21][C:20]([O:23][CH3:24])=[CH:19][CH:18]=3)O)=[CH:11][CH:10]=[CH:9][N:8]=2)=[CH:4][CH:3]=1.CC[N+](S(N=C(OC)[O-])(=O)=O)(CC)CC>C1C=CC=CC=1>[F:1][C:2]1[CH:3]=[CH:4][C:5]([O:6][C:7]2[C:12](/[CH:13]=[CH:15]/[CH2:16][C:17]3[CH:18]=[CH:19][C:20]([O:23][CH3:24])=[CH:21][CH:22]=3)=[CH:11][CH:10]=[CH:9][N:8]=2)=[CH:25][CH:26]=1. Procedure details: A mixture of 0.97 g (2.7 mmol) 2-(4-Fluorophenoxy)-a-[2-(4-methoxyphenyl)ethyl]-3-pyridinemethanol, 0.93 g (3.9 mmol) of Burgess Reagent, and 20 mL of benzene was heated to reflux for 4 h. The cooled mixture was partitioned between 300 mL of EtOAc and 100 mL of saturated aqueous sodium hydrogencarbonate solution, and the separated organic layer was washed with 100 mL of brine, dried (Na2SO4), and evaporated to 1.10 g of an oil. Purification by flash chromatography using 15% EtOAc-hexane as eluan... Starting materials: [Al+3], C1CCOC1, COc1ccc(C2=C(C(=O)c3ccc(OCCN4CCCC4)cc3)c3ccccc3CC2)cc1, [H-], [H-], [H-], [H-], [Li+]. Product: COc1ccc(C2=C(C(O)c3ccc(OCCN4CCCC4)cc3)c3ccccc3CC2)cc1. As a reaction SMILES: [Al+3:36].[CH2:41]1[O:42][CH2:43][CH2:44][CH2:45]1.[CH3:1][O:2][c:3]1[cH:4][cH:5][c:6]([C:9]2=[C:10]([C:19](=[O:20])[c:21]3[cH:22][cH:23][c:24]([O:27][CH2:28][CH2:29][N:30]4[CH2:31][CH2:32][CH2:33][CH2:34]4)[cH:25][cH:26]3)[c:11]3[cH:12][cH:13][cH:14][cH:15][c:16]3[CH2:17][CH2:18]2)[cH:7][cH:8]1.[H-:35].[H-:38].[H-:39].[H-:40].[Li+:37]>>[CH3:1][O:2][c:3]1[cH:4][cH:5][c:6]([C:9]2=[C:10]([CH:19]([OH:20])[c:21]3[cH:22][cH:23][c:24]([O:27][CH2:28][CH2:29][N:30]4[CH2:31][CH2:32][CH2:33][CH2:34]4)[cH:25][cH:26]3)[c:11]3[cH:12][cH:13][cH:14][cH:15][c:16]3[CH2:17][CH2:18]2)[cH:7][cH:8]1. Starting materials: CC(=O)OC(C)=O, CNc1ccc(C(=O)O)cn1. Yields the product CC(=O)CNc1ccc(C(=O)O)cn1. As a reaction SMILES: [CH3:12][C:13](=[O:14])[O:15][C:16](=[O:17])[CH3:18].[CH3:1][NH:2][c:3]1[n:4][cH:5][c:6]([C:7](=[O:8])[OH:9])[cH:10][cH:11]1>>[CH2:1]([NH:2][c:3]1[n:4][cH:5][c:6]([C:7](=[O:8])[OH:9])[cH:10][cH:11]1)[C:13]([CH3:12])=[O:14].